Dataset: the Open Reaction Database (ORD), a public repository of structured organic reaction records. Task: describe an organic reaction: reactants, conditions, products, and yield Reactants: C(C)(C)N(CC)C(C)C (Diisopropylethylamine), ClC(=O)OCC (ethyl chloroformate), amine, NC(C(=O)NC1(CC(C1)F)C(O)C(N)=O)CC1(CCCC1)F (2-amino-N-[1-(carbamoyl-hydroxy-methyl)-3-fluoro-cyclobutyl]-3-(1-fluorocyclopentyl)-propionamide), C(=O)(O)[O-].[Na+] (NaHCO3). The solvent is CN(C)C=O (DMF), C(Cl)Cl (DCM). The product is C(C)OC(NC(CC1(CCCC1)F)C(NC1(CC(C1)F)C(O)C(N)=O)=O)=O ([1-[1-(Carbamoyl-hydroxy-methyl)-3-fluoro-cyclobutylcarbamoyl]-2-(1-fluoro-cyclopentyl)-ethyl]-carbamic acid ethyl ester). Isolated yield 68.9%. Reaction SMILES: C(N(C(C)C)CC)(C)C.Cl[C:11]([O:13][CH2:14][CH3:15])=[O:12].[NH2:16][CH:17]([CH2:31][C:32]1([F:37])[CH2:36][CH2:35][CH2:34][CH2:33]1)[C:18]([NH:20][C:21]1([CH:26]([C:28](=[O:30])[NH2:29])[OH:27])[CH2:24][CH:23]([F:25])[CH2:22]1)=[O:19].C([O-])(O)=O.[Na+]>CN(C=O)C.C(Cl)Cl>[CH2:14]([O:13][C:11](=[O:12])[NH:16][CH:17]([C:18](=[O:19])[NH:20][C:21]1([CH:26]([C:28](=[O:30])[NH2:29])[OH:27])[CH2:22][CH:23]([F:25])[CH2:24]1)[CH2:31][C:32]1([F:37])[CH2:36][CH2:35][CH2:34][CH2:33]1)[CH3:15] |f:3.4|. Procedure: Diisopropylethylamine (0.087 mL, 0.5 mmol) and ethyl chloroformate (0.024 mL, 0.25 mmol) were added to a stirred solution of the amine A1-b, 2-amino-N-[1-(carbamoyl-hydroxy-methyl)-3-fluoro-cyclobutyl]-3-(1-fluorocyclopentyl)-propionamide (0.23 mmol) in DMF. After 15 min sat. aq. NaHCO3 and DCM were added and the organic layer was collected and concentrated and purified on flash silica gel column using DCM-MeOH 0-10% which gave the title compound (62 mg) [M+1]+391.9.